From a dataset of the Open Reaction Database (ORD), a public repository of structured organic reaction records. describe an organic reaction: reactants, conditions, products, and yield Reactants: O=Cc1cc(Br)cc(F)c1O, O=C([O-])[O-], CI, CN(C)C=O, CCOC(C)=O, [K+], [K+]. Product: COc1c(F)cc(Br)cc1C=O. Reaction SMILES: [Br:1][c:2]1[cH:3][c:4]([F:11])[c:5]([OH:10])[c:6]([CH:7]=[O:8])[cH:9]1.[C:14](=[O:15])([O-:16])[O-:17].[CH3:12][I:13].[CH3:20][N:21]([CH3:22])[CH:23]=[O:24].[CH3:25][CH2:26][O:27][C:28](=[O:29])[CH3:30].[K+:18].[K+:19]>>[Br:1][c:2]1[cH:3][c:4]([F:11])[c:5]([O:10][CH3:14])[c:6]([CH:7]=[O:8])[cH:9]1.